Dataset: the Open Reaction Database (ORD), a public repository of structured organic reaction records. Task: describe an organic reaction: reactants, conditions, products, and yield Starting materials: CC(=O)O[BH-](OC(C)=O)OC(C)=O, CC(C)C=O, O=C1NC=CN(S(=O)(=O)c2ccc(Cl)c(Cl)c2)C1Cc1cn(C2CCCc3c2ccc2c3CCNC2)nn1, ClCCCl, [Na+]. Yields the product CC(C)CN1CCc2c(ccc3c2CCCC3n2cc(CC3C(=O)NC=CN3S(=O)(=O)c3ccc(Cl)c(Cl)c3)nn2)C1. As a reaction SMILES: [C:44]([O:45][BH-:46]([O:47][C:48](=[O:49])[CH3:50])[O:51][C:52](=[O:53])[CH3:54])(=[O:55])[CH3:56].[CH:39]([CH:40]([CH3:41])[CH3:42])=[O:43].[Cl:1][c:2]1[cH:3][c:4]([S:9](=[O:10])(=[O:11])[N:12]2[CH:13]([CH2:19][c:20]3[n:21][n:22][n:23]([CH:25]4[CH2:26][CH2:27][CH2:28][c:29]5[c:30]6[c:35]([cH:36][cH:37][c:38]54)[CH2:34][NH:33][CH2:32][CH2:31]6)[cH:24]3)[C:14](=[O:18])[NH:15][CH:16]=[CH:17]2)[cH:5][cH:6][c:7]1[Cl:8].[Cl:58][CH2:59][CH2:60][Cl:61].[Na+:57]>>[Cl:1][c:2]1[cH:3][c:4]([S:9](=[O:10])(=[O:11])[N:12]2[CH:13]([CH2:19][c:20]3[n:21][n:22][n:23]([CH:25]4[CH2:26][CH2:27][CH2:28][c:29]5[c:30]6[c:35]([cH:36][cH:37][c:38]54)[CH2:34][N:33]([CH2:39][CH:40]([CH3:41])[CH3:42])[CH2:32][CH2:31]6)[cH:24]3)[C:14](=[O:18])[NH:15][CH:16]=[CH:17]2)[cH:5][cH:6][c:7]1[Cl:8]. The reactants are BrC1=C(C=CC(=C1)NC1=NC=C(C(=N1)N[C@H](CC)CO)C=1SC=CC1)S(=O)(=NC(=O)OCC)C ((RS)—S-{2-bromo-4-[(4-{[(R)-1-(hydroxymethyl)propyl]amino}-5-(2-thienyl)pyrimidine-2-yl)amino]phenyl}-N-(ethoxycarbonyl)-S-methyl-sulfoximide), CC[O-].[Na+] (sodium ethylate). Product: BrC1=C(C=CC(=C1)NC1=NC=C(C(=N1)N[C@H](CC)CO)C=1SC=CC1)S(=O)(=N)C ((RS)—S-{2-bromo-4-[(4-{[(R)-1-(hydroxymethyl)propyl]amino}-5-(2-thienyl)-pyrimidine-2-yl)amino]phenyl}-S-methylsulfoximide). Yield: 64.0%. As a reaction SMILES: [Br:1][C:2]1[CH:7]=[C:6]([NH:8][C:9]2[N:14]=[C:13]([NH:15][C@@H:16]([CH2:19][OH:20])[CH2:17][CH3:18])[C:12]([C:21]3[S:22][CH:23]=[CH:24][CH:25]=3)=[CH:11][N:10]=2)[CH:5]=[CH:4][C:3]=1[S:26]([CH3:34])(=[N:28]C(OCC)=O)=[O:27].CC[O-].[Na+]>>[Br:1][C:2]1[CH:7]=[C:6]([NH:8][C:9]2[N:14]=[C:13]([NH:15][C@@H:16]([CH2:19][OH:20])[CH2:17][CH3:18])[C:12]([C:21]3[S:22][CH:23]=[CH:24][CH:25]=3)=[CH:11][N:10]=2)[CH:5]=[CH:4][C:3]=1[S:26]([CH3:34])(=[NH:28])=[O:27] |f:1.2|. Reported procedure: In the reaction of (RS)—S-{2-bromo-4-[(4-{[(R)-1-(hydroxymethyl)propyl]amino}-5-(2-thienyl)pyrimidine-2-yl)amino]phenyl}-N-(ethoxycarbonyl)-S-methyl-sulfoximide (130 mg, 0.23 mmol) with sodium ethylate (22 mg, 0.31 mmol) according to procedure 14, the desired product is obtained in 64% yield (73 mg) after chromatographic purification (silica gel, dichloromethane/ethanol (9/1)). Starting materials: C1COCCO1, CN1CCCC1=O, N#Cc1ccc(Nc2nc(Cl)nc(Cc3c(Cl)cccc3Cl)n2)cc1, NCC(O)CO. The product is N#Cc1ccc(Nc2nc(Cc3c(Cl)cccc3Cl)nc(NCC(O)CO)n2)cc1. As a reaction SMILES: [CH2:32]1[O:33][CH2:34][CH2:35][O:36][CH2:37]1.[CH3:38][N:39]1[CH2:40][CH2:41][CH2:42][C:43]1=[O:44].[Cl:1][c:2]1[n:3][c:4]([NH:17][c:18]2[cH:19][cH:20][c:21]([C:22]#[N:23])[cH:24][cH:25]2)[n:5][c:6]([CH2:8][c:9]2[c:10]([Cl:16])[cH:11][cH:12][cH:13][c:14]2[Cl:15])[n:7]1.[NH2:26][CH2:27][CH:28]([CH2:29][OH:30])[OH:31]>>[c:2]1([NH:26][CH2:27][CH:28]([CH2:29][OH:30])[OH:31])[n:3][c:4]([NH:17][c:18]2[cH:19][cH:20][c:21]([C:22]#[N:23])[cH:24][cH:25]2)[n:5][c:6]([CH2:8][c:9]2[c:10]([Cl:16])[cH:11][cH:12][cH:13][c:14]2[Cl:15])[n:7]1.